From a dataset of the Open Reaction Database (ORD), a public repository of structured organic reaction records. describe an organic reaction: reactants, conditions, products, and yield Reactants: [H-].[Al+3].[Li+].[H-].[H-].[H-] (lithium aluminum hydride), CC(CCNC=1SC=C(N1)C1=CC=C(C#N)C=C1)C (4-[2-(3-methyl-butylamino)-thiazol-4-yl]-benzonitrile). Solvent: C1CCOC1 (THF). Conditions: temperature 60 celsius, time 1 hour. Yields the product CC(CCNC=1SC=C(N1)C1=CC=C(CN)C=C1)C (4-[2-(3-Methyl-butylamino)-thiazol-4-yl]-benzylamine). The yield is 99.4%. Reaction SMILES: [H-].[Al+3].[Li+].[H-].[H-].[H-].[CH3:7][CH:8]([CH3:25])[CH2:9][CH2:10][NH:11][C:12]1[S:13][CH:14]=[C:15]([C:17]2[CH:24]=[CH:23][C:20]([C:21]#[N:22])=[CH:19][CH:18]=2)[N:16]=1>C1COCC1>[CH3:7][CH:8]([CH3:25])[CH2:9][CH2:10][NH:11][C:12]1[S:13][CH:14]=[C:15]([C:17]2[CH:18]=[CH:19][C:20]([CH2:21][NH2:22])=[CH:23][CH:24]=2)[N:16]=1 |f:0.1.2.3.4.5|. Reported procedure: Add lithium aluminum hydride (210 mg, 5.5 mmol) portionwise over 3 min to a solution of 4-[2-(3-methyl-butylamino)-thiazol-4-yl]-benzonitrile (500 mg, 1.8 mmol) in THF (20 mL) at room temperature under a nitrogen atmosphere. Stir the mixture for 1 h at 60° C. Cool the mixture, quench slowly with water (0.2 mL) and 1N NaOH (0.2 mL). Add sodium sulfate to absorb residual water, filter the mixture through Celite®, wash with DCM (50 mL) and concentrate in vacuo. Purify the residue by SCX chromatogra... RXN SMILES: [C:47](=[O:48])([O-:49])[O-:50].[CH2:30]([O:31][c:32]1[cH:33][cH:34][cH:35][cH:36][c:37]1[B:38]([OH:39])[OH:40])[c:41]1[cH:42][cH:43][cH:44][cH:45][cH:46]1.[CH3:1][O:2][C:3](=[O:4])[CH:5]([NH:6][C:7](=[O:8])[c:9]1[cH:10][c:11]([Cl:12])[cH:13][cH:14][c:15]1[NH:16][CH2:17][CH:18]([CH3:19])[CH2:20][CH3:21])[CH2:22][c:23]1[cH:24][cH:25][c:26]([Br:27])[cH:28][cH:29]1.[CH3:53][O:54][C:55]([CH:56]([CH2:57][c:58]1[cH:59][cH:60][c:61](-[c:64]2[c:65]([O:70][CH2:71][c:72]3[cH:73][cH:74][cH:75][cH:76][cH:77]3)[cH:66][cH:67][cH:68][cH:69]2)[cH:62][cH:63]1)[NH:78][C:79]([c:80]1[c:81]([NH:87][CH2:88][CH:89]([CH2:90][CH3:91])[CH3:92])[cH:82][cH:83][c:84]([Cl:86])[cH:85]1)=[O:93])=[O:94].[Na+:51].[Na+:52]>>[O:54]=[C:55]([CH:56]([CH2:57][c:58]1[cH:59][cH:60][c:61](-[c:64]2[c:65]([O:70][CH2:71][c:72]3[cH:73][cH:74][cH:75][cH:76][cH:77]3)[cH:66][cH:67][cH:68][cH:69]2)[cH:62][cH:63]1)[NH:78][C:79]([c:80]1[c:81]([NH:87][CH2:88][CH:89]([CH2:90][CH3:91])[CH3:92])[cH:82][cH:83][c:84]([Cl:86])[cH:85]1)=[O:93])[OH:94]. The reactants are O=C([O-])[O-], OB(O)c1ccccc1OCc1ccccc1, CCC(C)CNc1ccc(Cl)cc1C(=O)NC(Cc1ccc(Br)cc1)C(=O)OC, CCC(C)CNc1ccc(Cl)cc1C(=O)NC(Cc1ccc(-c2ccccc2OCc2ccccc2)cc1)C(=O)OC, [Na+], [Na+]. Product: CCC(C)CNc1ccc(Cl)cc1C(=O)NC(Cc1ccc(-c2ccccc2OCc2ccccc2)cc1)C(=O)O. The reactants are ClC1=C(C=CC=C1)C=1C2=C(N=C(N1)SC)N(C(C=C2)=O)C(CC)CC (4-(2-chloro-phenyl)-8-(1-ethyl-propyl)-2-methylsulfanyl-8H-pyrido[2,3-d]pyrimidin-7-one), CN1CCC(CC1)N (1-methylpiperidin-4-ylamine). Product: ClC1=C(C=CC=C1)C=1C2=C(N=C(N1)NC1CCN(CC1)C)N(C(C=C2)=O)C(CC)CC (4-(2-chloro-phenyl)-8-(1-ethyl-propyl)-2-(1-methyl-piperidin-4-ylamino)-8H-pyrido[2,3-d]pyrimidin-7-one). RXN SMILES: [Cl:1][C:2]1[CH:7]=[CH:6][CH:5]=[CH:4][C:3]=1[C:8]1[C:9]2[CH:19]=[CH:18][C:17](=[O:20])[N:16]([CH:21]([CH2:24][CH3:25])[CH2:22][CH3:23])[C:10]=2[N:11]=[C:12](SC)[N:13]=1.[CH3:26][N:27]1[CH2:32][CH2:31][CH:30]([NH2:33])[CH2:29][CH2:28]1>>[Cl:1][C:2]1[CH:7]=[CH:6][CH:5]=[CH:4][C:3]=1[C:8]1[C:9]2[CH:19]=[CH:18][C:17](=[O:20])[N:16]([CH:21]([CH2:24][CH3:25])[CH2:22][CH3:23])[C:10]=2[N:11]=[C:12]([NH:33][CH:30]2[CH2:31][CH2:32][N:27]([CH3:26])[CH2:28][CH2:29]2)[N:13]=1. Procedure: The product of Example 44, and 1-methylpiperidin-4-ylamine were reacted by the procedure of Example 60 to afford the title compound 4-(2-chloro-phenyl)-8-(1-ethyl-propyl)-2-(1-methyl-piperidin-4-ylamino)-8H-pyrido[2,3-d]pyrimidin-7-one. LC MS (m/e)=440 (MH+). Rt=1.67 min